From a dataset of the Open Reaction Database (ORD), a public repository of structured organic reaction records. describe an organic reaction: reactants, conditions, products, and yield Reactants: C1=CC(=C(C=C1C(=O)NCCCNCCCCNC(=O)CC(CC(=O)NCCCCNCCCNC(=O)C2=CC(=C(C=C2)O)O)(C(=O)O)O)O)O (Petrobactin), C(=O)([O-])[O-].[K+].[K+] (K2CO3), [NH4+].[OH-] (NH4OH), C1(=CC(=CC(=C1)C(=O)Cl)C(=O)Cl)C(=O)Cl (1,3,5-benzenetricarboxylic acid chloride), IV, CO (MeOH). Run in C(Cl)Cl (CH2Cl2), O (water), C(Cl)Cl (CH2Cl2), C(Cl)Cl (CH2Cl2). Reaction conditions: temperature 0 celsius, time 6 hour. Yields the product C(C)(C)(C)OC(N(CCCCNC(=O)OC(C)(C)C)CCCCN)=O ((4-Amino-butyl)-(4-tert-butoxycarbonylamino-butyl)-carbamic acid tert-butyl ester). Reaction SMILES: C1C(C(NCCCNCCCCNC(C[C:22](O)([C:46](O)=O)[CH2:23][C:24]([NH:26][CH2:27][CH2:28][CH2:29][CH2:30][NH:31]CCCNC(C2C=CC(O)=C(O)C=2)=O)=O)=O)=O)=CC(O)=C(O)C=1.[C:52]([O-:55])([O-:54])=O.[K+].[K+].C1(C(Cl)=O)[CH:63]=[C:62]([C:64](Cl)=O)[CH:61]=C(C(Cl)=O)C=1.[NH4+:73].[OH-:74].[CH3:75][OH:76]>C(Cl)Cl.O>[C:62]([O:74][C:75](=[O:76])[N:26]([CH2:24][CH2:23][CH2:22][CH2:46][NH2:73])[CH2:27][CH2:28][CH2:29][CH2:30][NH:31][C:52]([O:55][C:62]([CH3:61])([CH3:63])[CH3:64])=[O:54])([CH3:64])([CH3:63])[CH3:61] |f:1.2.3,5.6|. Reported procedure: A solution of (4-Amino-butyl)-(4-tert-butoxycarbonylamino-butyl)-carbamic acid tert-butyl ester 12 (460 mg, 1.28 mmol) and CH2Cl2 (3 mL) was prepared. Note: 12 is a known compound (ref: “Total Synthesis of Petrobactin and Its Homologues as Potential Growth Stimuli for Marinobacter hydrocarbonoclasticus, an oil-degrading bacteria.” Gardner, R. A.; Kinkade, R.+; Wang, C.; Phanstiel IV, O. J. Org. Chem. 2004, 69, 3530-3537). A solution of K2CO3 (420 mg, 3.04 mmol) and water (5 mL) was added to the ... Starting materials: HgClO4.4H2O, BrC1=CC=C(C=C1)C=1OC(=C(N1)CCC1SCCCS1)C (2-(4-bromo-phenyl)-4-(2-[1,3]dithian-2-yl-ethyl)-5-methyl-oxazole), C1CCOC1 (THF), C(Cl)Cl (CH2Cl2). The solvent is O (water). Conditions: time 6 hour. The product is BrC1=CC=C(C=C1)C=1OC(=C(N1)CCC=O)C (3-[2-(4-bromo-phenyl)-5-methyl-oxazol-4-yl]-propionaldehyde). Yield: 86.0%. Reaction SMILES: [Br:1][C:2]1[CH:7]=[CH:6][C:5]([C:8]2[O:9][C:10]([CH3:21])=[C:11]([CH2:13][CH2:14][CH:15]3SCCCS3)[N:12]=2)=[CH:4][CH:3]=1.C1C[O:25]CC1.C(Cl)Cl>O>[Br:1][C:2]1[CH:7]=[CH:6][C:5]([C:8]2[O:9][C:10]([CH3:21])=[C:11]([CH2:13][CH2:14][CH:15]=[O:25])[N:12]=2)=[CH:4][CH:3]=1. Procedure details: Add HgClO4.4H2O (1.49 g, 4.00 mmol) to a solution of 2-(4-bromo-phenyl)-4-(2-[1,3]dithian-2-yl-ethyl)-5-methyl-oxazole (0.672 g, 1.75 mmol) in 1:1 THF:CH2Cl2 (16 mL) and water (1.6 mL). After 6 hours, filter and wash the solids with dichloromethane. Concentrate to give 3-[2-(4-bromo-phenyl)-5-methyl-oxazol-4-yl]-propionaldehyde (0.445 g, 86%). MS (m/e): 294 (M+1). The reactants are Cc1ccc(Cl)cc1C(=O)O, Cc1cc([N+](=O)[O-])c(Cl)c([N+](=O)[O-])c1C(=O)O, O=[N+]([O-])c1cc(CO)cc([N+](=O)[O-])c1Cl, O=[N+]([O-])O, BrP(Br)Br, O=S(=O)(O)O. Yields the product Cc1cc([N+](=O)[O-])c(Cl)c([N+](=O)[O-])c1CBr. As a reaction SMILES: [Cl:10][c:11]1[cH:12][c:13]([C:14]([OH:15])=[O:16])[c:17]([CH3:18])[cH:19][cH:20]1.[Cl:21][c:22]1[c:23]([N+:35](=[O:36])[O-:37])[c:24]([C:32]([OH:33])=[O:34])[c:25]([CH3:31])[cH:26][c:27]1[N+:28](=[O:29])[O-:30].[Cl:38][c:39]1[c:40]([N+:41]([O-:42])=[O:43])[cH:44][c:45]([CH2:46][OH:47])[cH:48][c:49]1[N+:50]([O-:51])=[O:52].[OH:1][N+:2](=[O:3])[O-:4].[P:53]([Br:54])([Br:55])[Br:56].[S:5](=[O:6])(=[O:7])([OH:8])[OH:9]>>[Cl:21][c:22]1[c:23]([N+:35](=[O:36])[O-:37])[c:24]([CH2:32][Br:54])[c:25]([CH3:31])[cH:26][c:27]1[N+:28](=[O:29])[O-:30]. The reactants are C(CCC)OC=1C=C(C=CC1)C(C#N)F (2-(3-butoxyphenyl)-2-fluoroacetonitrile). Solvent: C1CCOC1 (THF). Reaction conditions: temperature 0 celsius, time 2 hour. Product: C(CCC)OC=1C=C(C=CC1)C(CN)F (2-(3-butoxyphenyl)-2-fluoroethanamine). The yield is 81.1%. RXN SMILES: [CH2:1]([O:5][C:6]1[CH:7]=[C:8]([CH:12]([F:15])[C:13]#[N:14])[CH:9]=[CH:10][CH:11]=1)[CH2:2][CH2:3][CH3:4]>C1COCC1>[CH2:1]([O:5][C:6]1[CH:7]=[C:8]([CH:12]([F:15])[CH2:13][NH2:14])[CH:9]=[CH:10][CH:11]=1)[CH2:2][CH2:3][CH3:4]. Procedure: To a solution of 2-(3-butoxyphenyl)-2-fluoroacetonitrile (109 mg: 0.53 mmol) in dry THF (5 mL), borane tetrahydrofurane complex (2.10 mL; 2.10 mmol) is added and the reaction is stirred at 0° C. for 2 hours and then at RT for 6 hours. An LC/MS shows almost complete conversion. The reaction is quenched adding slowly few drops of EtOH and few drops of conc. HCl/EtOH (1:5) and stirring is continued for 5 min. DCM was then added, followed by 5% aqueous NaHCO3. The two phases are separated and the aq... Starting materials: 55, ClC1=CC2=C(N(C(N2)=O)CCO)C=C1Cl (5,6-dichloro-1,3-dihydro-1-(2-hydroxyethyl)-2-H-benzimidazol-2-one), Br (hydrobromic acid). The solvent is O (water). Product: 55.5, BrCCN1C(NC2=C1C=C(C(=C2)Cl)Cl)=O (1-(2-bromoethyl)-5,6-dichloro-1,3-dihydro-2H-benzimidazol-2-one). Isolated yield 87.0%. As a reaction SMILES: [Cl:1][C:2]1[C:14]([Cl:15])=[CH:13][C:5]2[N:6]([CH2:10][CH2:11]O)[C:7](=[O:9])[NH:8][C:4]=2[CH:3]=1.[BrH:16]>O>[Br:16][CH2:11][CH2:10][N:6]1[C:5]2[CH:13]=[C:14]([Cl:15])[C:2]([Cl:1])=[CH:3][C:4]=2[NH:8][C:7]1=[O:9]. Reported procedure: A mixture of 55 parts of 5,6-dichloro-1,3-dihydro-1-(2-hydroxyethyl)-2-H-benzimidazol-2-one and 450 parts of a hydrobromic acid solution 48% in water is stirred and refluxed for 4 hours. The reaction mixture is poured onto ice-water and stirred to room temperature. The precipitated product is filtered off, stirred in water, filtered off again and dried, yielding 55.5 parts (87%) of 1-(2-bromoethyl)-5,6-dichloro-1,3-dihydro-2H-benzimidazol-2-one.